Dataset: the Open Reaction Database (ORD), a public repository of structured organic reaction records. Task: describe an organic reaction: reactants, conditions, products, and yield The reactants are COC(=O)CCCCCC(=O)OC, CCCCOCCCC, CO, Cl, O=C(O)CCCCCC(=O)O. Yields the product COC(=O)CCCCCC(=O)O. Reaction SMILES: [C:12]([CH2:13][CH2:14][CH2:15][CH2:16][CH2:17][C:18](=[O:19])[O:20][CH3:21])(=[O:22])[O:23][CH3:24].[CH2:26]([O:27][CH2:28][CH2:29][CH2:30][CH3:31])[CH2:32][CH2:33][CH3:34].[CH3:35][OH:36].[ClH:25].[OH:1][C:2]([CH2:3][CH2:4][CH2:5][CH2:6][CH2:7][C:8](=[O:9])[OH:10])=[O:11]>>[C:12]([CH2:13][CH2:14][CH2:15][CH2:16][CH2:17][C:18](=[O:19])[O:20][CH3:21])(=[O:22])[OH:23]. Starting materials: IC=1C=CC(=C(C(=O)O)C1)N (5-iodo-2-amino benzoic acid), C([O-])([O-])=O.[Na+].[Na+] (sodium carbonate), O (water), solution, C(=O)(Cl)Cl (phosgene). Solvent: C1(=CC=CC=C1)C (toluene). Reaction conditions: time 2 hour. The product is IC1=CC=C2C(C(=O)OC(N2)=O)=C1 (5-iodoisatoic anhydride). Isolated yield 84.1%. RXN SMILES: [I:1][C:2]1[CH:3]=[CH:4][C:5]([NH2:11])=[C:6]([CH:10]=1)[C:7]([OH:9])=[O:8].[C:12](=O)([O-])[O-:13].[Na+].[Na+].O.C(Cl)(Cl)=O>C1(C)C=CC=CC=1>[I:1][C:2]1[CH:10]=[C:6]2[C:7]([O:9][C:12](=[O:13])[NH:11][C:5]2=[CH:4][CH:3]=1)=[O:8] |f:1.2.3|. Procedure details: To a mechanically stirred solution of 26.3 grams of 5-iodo-2-amino benzoic acid (0.1 mol), 10.6 grams of sodium carbonate (0.1 mol), and 250 mL water, cooled to 0° C., was slowly added, via an addition funnel, 80 mL of a 1.93M solution of phosgene in toluene. After 2 hours, the precipitated product was isolated by filtration. The solids were washed with 200 mL water, 300 mL of a 1:1 mixture ethanol and ether, 200 mL of ether, and dried under vacuum to yield 24.3 grams (84%) of 5-iodoisatoic anhy... Starting materials: ClCCl, Cc1ccc(NC(=O)c2ccc(CN3CCN(C)CC3)cc2)cc1Nc1nccc(-c2cccnc2)n1, CS(=O)(=O)O. Product: Cc1ccc(NC(=O)c2ccc(CN3CCN(C)CC3)cc2)cc1Nc1nccc(-c2cccnc2)n1, CS(=O)(=O)O. RXN SMILES: [CH2:43]([Cl:44])[Cl:45].[CH3:1][N:2]1[CH2:3][CH2:4][N:5]([CH2:8][c:9]2[cH:10][cH:11][c:12]([C:15](=[O:16])[NH:17][c:18]3[cH:19][cH:20][c:21]([CH3:22])[c:23]([NH:24][c:25]4[n:26][cH:27][cH:28][c:29](-[c:31]5[cH:32][cH:33][cH:34][n:35][cH:36]5)[n:30]4)[cH:37]3)[cH:13][cH:14]2)[CH2:6][CH2:7]1.[CH3:38][S:39]([OH:40])(=[O:41])=[O:42]>>[CH3:1][N:2]1[CH2:3][CH2:4][N:5]([CH2:8][c:9]2[cH:10][cH:11][c:12]([C:15](=[O:16])[NH:17][c:18]3[cH:19][cH:20][c:21]([CH3:22])[c:23]([NH:24][c:25]4[n:26][cH:27][cH:28][c:29](-[c:31]5[cH:32][cH:33][cH:34][n:35][cH:36]5)[n:30]4)[cH:37]3)[cH:13][cH:14]2)[CH2:6][CH2:7]1.[CH3:38][S:39](=[O:40])(=[O:41])[OH:42]. The reactants are CO, CCC(C)Nc1cc(C(=O)OC)cc(S(=O)(=O)C(C)C)n1, [Na+], [OH-]. Product: CCC(C)Nc1cc(C(=O)O)cc(S(=O)(=O)C(C)C)n1. RXN SMILES: [CH3:24][OH:25].[CH3:3][O:4][C:5]([c:6]1[cH:7][c:8]([NH:18][CH:19]([CH3:20])[CH2:21][CH3:22])[n:9][c:10]([S:12](=[O:13])(=[O:14])[CH:15]([CH3:16])[CH3:17])[cH:11]1)=[O:23].[Na+:2].[OH-:1]>>[O:4]=[C:5]([c:6]1[cH:7][c:8]([NH:18][CH:19]([CH3:20])[CH2:21][CH3:22])[n:9][c:10]([S:12](=[O:13])(=[O:14])[CH:15]([CH3:16])[CH3:17])[cH:11]1)[OH:23]. Product: Cc1nc(C(O)C(C)(C)C)cn1C(c1ccccc1)(c1ccccc1)c1ccccc1. As a reaction SMILES: [C:1]([CH3:2])([CH3:3])([CH3:4])[Li:5].[CH3:6][c:7]1[n:8]([C:14]([c:15]2[cH:16][cH:17][cH:18][cH:19][cH:20]2)([c:21]2[cH:22][cH:23][cH:24][cH:25][cH:26]2)[c:27]2[cH:28][cH:29][cH:30][cH:31][cH:32]2)[cH:9][c:10]([CH:12]=[O:13])[n:11]1.[O:33]1[CH2:34][CH2:35][CH2:36][CH2:37]1>>[C:1]([CH3:2])([CH3:3])([CH3:4])[CH:12]([c:10]1[cH:9][n:8]([C:14]([c:15]2[cH:16][cH:17][cH:18][cH:19][cH:20]2)([c:21]2[cH:22][cH:23][cH:24][cH:25][cH:26]2)[c:27]2[cH:28][cH:29][cH:30][cH:31][cH:32]2)[c:7]([CH3:6])[n:11]1)[OH:13]. The reactants are [Li]C(C)(C)C, Cc1nc(C=O)cn1C(c1ccccc1)(c1ccccc1)c1ccccc1, C1CCOC1. Starting materials: γ-aminoalcohols, C1(=CC=CC=C1)[C@@H]1NCC[C@@H](C1)O (cis-2-phenyl-4-hydroxypiperidine), C(C1=CC=CC=C1)ON (O-benzylhydroxylamine), C(=C)C(=O)C (methyl vinyl ketone). Product: CC(=O)CCNOCC1=CC=CC=C1 (2-(benzyloxyamino)ethyl methyl ketone). Reaction SMILES: C1([C@H]2[CH2:12][C@@H:11]([OH:13])[CH2:10][CH2:9]N2)C=CC=CC=1.[CH2:14]([O:21][NH2:22])[C:15]1[CH:20]=[CH:19][CH:18]=[CH:17][CH:16]=1.C(C(C)=O)=C>>[CH3:12][C:11]([CH2:10][CH2:9][NH:22][O:21][CH2:14][C:15]1[CH:20]=[CH:19][CH:18]=[CH:17][CH:16]=1)=[O:13]. Procedure: Other chiral γ-aminoalcohols include cis-2-phenyl-4-hydroxypiperidine (which may be prepared by the Michael addition of O-benzylhydroxylamine to methyl vinyl ketone to yield 2-(benzyloxyamino)ethyl methyl ketone, followed by an intramolecular Mannich reaction with benzaldehyde to yield 1-benzyloxy-4-oxo-2-phenylpiperidine, reduction with sodium borohydride to the corresponding 4-hydroxy compound, removal of the N-benzyloxy group with hydrogen and palladium catalyst, and resolution of the resulti... Reactants: O=C(Cl)c1ccccc1, CCN(C(C)C)C(C)C, CS(=O)(=O)c1cccc(-c2ccc(CNS(=O)(=O)c3cccc(Cl)c3)s2)c1, ClCCl. The product is CS(=O)(=O)c1cccc(-c2ccc(CN(C(=O)c3ccccc3)S(=O)(=O)c3cccc(Cl)c3)s2)c1. As a reaction SMILES: [C:28]([c:29]1[cH:30][cH:31][cH:32][cH:33][cH:34]1)(=[O:35])[Cl:36].[CH:37]([N:38]([CH2:39][CH3:40])[CH:41]([CH3:42])[CH3:43])([CH3:44])[CH3:45].[Cl:1][c:2]1[cH:3][c:4]([S:8](=[O:9])(=[O:10])[NH:11][CH2:12][c:13]2[s:14][c:15](-[c:18]3[cH:19][c:20]([S:24](=[O:25])(=[O:26])[CH3:27])[cH:21][cH:22][cH:23]3)[cH:16][cH:17]2)[cH:5][cH:6][cH:7]1.[Cl:46][CH2:47][Cl:48]>>[Cl:1][c:2]1[cH:3][c:4]([S:8](=[O:9])(=[O:10])[N:11]([CH2:12][c:13]2[s:14][c:15](-[c:18]3[cH:19][c:20]([S:24](=[O:25])(=[O:26])[CH3:27])[cH:21][cH:22][cH:23]3)[cH:16][cH:17]2)[C:28]([c:29]2[cH:30][cH:31][cH:32][cH:33][cH:34]2)=[O:35])[cH:5][cH:6][cH:7]1. The product is [Br-], Fc1ccc(C[P+](c2ccccc2)(c2ccccc2)c2ccccc2)cc1Oc1ccccc1. Reaction SMILES: [CH3:36][c:37]1[cH:38][cH:39][cH:40][cH:41][cH:42]1.[F:1][c:2]1[c:3]([O:10][c:11]2[cH:12][cH:13][cH:14][cH:15][cH:16]2)[cH:4][c:5]([CH2:6][Br:7])[cH:8][cH:9]1.[c:17]1([P:23]([c:24]2[cH:25][cH:26][cH:27][cH:28][cH:29]2)[c:30]2[cH:31][cH:32][cH:33][cH:34][cH:35]2)[cH:18][cH:19][cH:20][cH:21][cH:22]1>>[Br-:7].[F:1][c:2]1[c:3]([O:10][c:11]2[cH:12][cH:13][cH:14][cH:15][cH:16]2)[cH:4][c:5]([CH2:6][P+:23]([c:17]2[cH:18][cH:19][cH:20][cH:21][cH:22]2)([c:24]2[cH:25][cH:26][cH:27][cH:28][cH:29]2)[c:30]2[cH:31][cH:32][cH:33][cH:34][cH:35]2)[cH:8][cH:9]1. The reactants are Cc1ccccc1, Fc1ccc(CBr)cc1Oc1ccccc1, c1ccc(P(c2ccccc2)c2ccccc2)cc1. Conditions: time 8 hour. Starting materials: Grignard reagent, BrC=1SC=CC1 (2-bromothiophene), Grignard reagent, BrC=1SC(=CC1)CCCCCCCCCC (2-bromo-5-decylthiophene), [Mg] (Magnesium), Cl (HCl). Reaction SMILES: [Mg].Br[C:3]1[S:4][CH:5]=[CH:6][CH:7]=1.Br[C:9]1[S:10][C:11]([CH2:14][CH2:15][CH2:16][CH2:17][CH2:18][CH2:19][CH2:20][CH2:21][CH2:22][CH3:23])=[CH:12][CH:13]=1.Cl>C1COCC1>[CH2:14]([C:11]1[S:10][C:9]([C:3]2[S:4][CH:5]=[CH:6][CH:7]=2)=[CH:13][CH:12]=1)[CH2:15][CH2:16][CH2:17][CH2:18][CH2:19][CH2:20][CH2:21][CH2:22][CH3:23]. The product is C(CCCCCCCCC)C1=CC=C(S1)C=1SC=CC1 (5-decyl-2,2′-bithiophene). Reported procedure: Magnesium (8.90 g, 0.365 mmol) and THF (100 ml) were placed in a 300-ml flask equipped with a reflux tube. A solution of 2-bromothiophene (54.0 g, 0.332 mmol) in THF (100 ml) was slowly added drowpwise thereto, and the mixture was heated under reflux for about 2 hr to prepare a Grignard reagent. This Grignard reagent was added dropwise to a mixed solution composed of [1,1′-bis(diphenylphosphino)ferrocene]palladium(II) dichloride dichloromethane complex (1:1) (1.80 g, 2.21 mmol), 2-bromo-5-decylt... The yield is 65934.5%. Solvent: C1CCOC1 (THF), C1CCOC1 (THF), C1CCOC1 (THF).